The task is: describe an organic reaction: reactants, conditions, products, and yield. This data is from the Open Reaction Database (ORD), a public repository of structured organic reaction records. Starting materials: C1CCOC1, COC(C)(C)OC, CC(CO)CO. The product is CC1(C)OCC(CO)CO1. RXN SMILES: [CH2:14]1[O:15][CH2:16][CH2:17][CH2:18]1.[CH3:1][O:2][C:3]([CH3:4])([CH3:5])[O:6][CH3:7].[CH3:8][CH:9]([CH2:10][OH:11])[CH2:12][OH:13]>>[CH2:1]1[O:2][C:3]([CH3:4])([CH3:5])[O:6][CH2:7][CH:9]1[CH2:10][OH:11]. Starting materials: C(C)OC(=O)Cl (Ethylchloroformate), FC(CO)(C(F)F)F (2,2,3,3-tetrafluoropropan-1-ol), N1=CC=CC=C1 (pyridine), C(=O)=O (CO2). Run in COC(C)(C)C (methyl-t-butyl ether). The product is C(OCC)(OCC(C(F)F)(F)F)=O (Ethyl 2,2,3,3-tetrafluoropropyl carbonate). As a reaction SMILES: [F:1][C:2]([F:8])([CH:5]([F:7])[F:6])[CH2:3][OH:4].N1C=CC=CC=1.C(=O)=O.[CH2:18]([O:20][C:21](Cl)=[O:22])[CH3:19]>COC(C)(C)C>[C:21](=[O:22])([O:4][CH2:3][C:2]([F:8])([F:1])[CH:5]([F:7])[F:6])[O:20][CH2:18][CH3:19]. Reported procedure: 2,2,3,3-tetrafluoropropan-1-ol (121 g 0.92 mol), pyridine (76 g 0.96 mol) and 350 mL of methyl-t-butyl ether were combined in a 1 L 3-neck round bottom flask. The flask was equipped with an overhead stirring mechanism, thermocouple, addition funnel, cold water condenser, and a dry nitrogen bubbler. The reaction flask was kept cool using solid CO2 in a water bath. Ethylchloroformate (100 g, 0.92 mol) was added via an addition funnel dropwise at a rate such that the temperature of the reaction mix... Product: OC(CC(=O)[O-])CC(\C=C\C=1C(=C2N(N=CC3=CC=CC=C23)C1C(C)C)C1=CC=CC=C1)O.[Na+] (sodium (E)-3,5-dihydroxy-7-(3-isopropyl-1-phenylpyrrolo[2,1-a]phthalazin-2-yl)-hept-6-enoate). Yield: 81.8%. RXN SMILES: [OH:1][CH:2]([CH2:9][CH:10]([OH:35])/[CH:11]=[CH:12]/[C:13]1[C:14]([C:29]2[CH:34]=[CH:33][CH:32]=[CH:31][CH:30]=2)=[C:15]2[C:24]3[C:19](=[CH:20][CH:21]=[CH:22][CH:23]=3)[CH:18]=[N:17][N:16]2[C:25]=1[CH:26]([CH3:28])[CH3:27])[CH2:3][C:4]([O:6]CC)=[O:5].[OH-].[Na+:37]>O.CO>[OH:1][CH:2]([CH2:9][CH:10]([OH:35])/[CH:11]=[CH:12]/[C:13]1[C:14]([C:29]2[CH:34]=[CH:33][CH:32]=[CH:31][CH:30]=2)=[C:15]2[C:24]3[C:19](=[CH:20][CH:21]=[CH:22][CH:23]=3)[CH:18]=[N:17][N:16]2[C:25]=1[CH:26]([CH3:28])[CH3:27])[CH2:3][C:4]([O-:6])=[O:5].[Na+:37] |f:1.2,5.6|. Run in O (water), CO (methanol). The reactants are OC(CC(=O)OCC)CC(\C=C\C=1C(=C2N(N=CC3=CC=CC=C23)C1C(C)C)C1=CC=CC=C1)O (ethyl (E)-3,5-dihydroxy-7-(3-isopropyl-1-phenylpyrrolo[2,1-a]phthalazin-2-yl)-hept -6-enoate), [OH-].[Na+] (sodium hydroxide). Reported procedure: A solution of a 3:2 mixture of the erythro- and threo-isomers of ethyl (E)-3,5-dihydroxy-7-(3-isopropyl-1-phenylpyrrolo[2,1-a]phthalazin-2-yl)-hept -6-enoate (0.26 g; prepared as described in Example 1) and sodium hydroxide (22 mg) in water (1.0 ml) and methanol (10 ml) was stirred at the ambient temperature under an atmosphere of argon for 3 hours. The solution was then evaporated in vacuo and the residue was dried by treatment twice with methanol (2×10 ml) and once with diethyl ether (10 ml) f... The reactants are C(#N)C1=C(C=C(C=C1)C1=CC(=NC(=N1)NC)N1C[C@H](CC[C@H]1C)C(=O)NC1CCCCC1)F ((3S,6R)-1-[6-(4-cyano-3-fluorophenyl)-2-(methylamino)-4-pyrimidinyl]-N-cyclohexyl-6-methyl-3-piperidinecarboxamide), O.NN (hydrazine monohydrate). Solvent: CCO (EtOH). Reaction conditions: temperature 100 celsius. Yields the product NC1=NNC2=CC(=CC=C12)C1=CC(=NC(=N1)NC)N1C[C@H](CC[C@H]1C)C(=O)NC1CCCCC1 ((3S,6R)-1-[6-(3-Amino-1H-indazol-6-yl)-2-(methylamino)-4-pyrimidinyl]-N-cyclohexyl-6-methyl-3-piperidinecarboxamide). The yield is 152.8%. RXN SMILES: [C:1]([C:3]1[CH:8]=[CH:7][C:6]([C:9]2[N:14]=[C:13]([NH:15][CH3:16])[N:12]=[C:11]([N:17]3[C@H:22]([CH3:23])[CH2:21][CH2:20][C@H:19]([C:24]([NH:26][CH:27]4[CH2:32][CH2:31][CH2:30][CH2:29][CH2:28]4)=[O:25])[CH2:18]3)[CH:10]=2)=[CH:5][C:4]=1F)#[N:2].O.[NH2:35][NH2:36]>CCO>[NH2:2][C:1]1[C:3]2[C:4](=[CH:5][C:6]([C:9]3[N:14]=[C:13]([NH:15][CH3:16])[N:12]=[C:11]([N:17]4[C@H:22]([CH3:23])[CH2:21][CH2:20][C@H:19]([C:24]([NH:26][CH:27]5[CH2:32][CH2:31][CH2:30][CH2:29][CH2:28]5)=[O:25])[CH2:18]4)[CH:10]=3)=[CH:7][CH:8]=2)[NH:36][N:35]=1 |f:1.2|. Procedure details: To (3S,6R)-1-[6-(4-cyano-3-fluorophenyl)-2-(methylamino)-4-pyrimidinyl]-N-cyclohexyl-6-methyl-3-piperidinecarboxamide (260 mg, 0.58 mmol) in EtOH (10 mL) as a suspension at room temperature in a microwave vial was added hydrazine monohydrate (807 uL, 16.7 mmol, 30 equiv) in one portion. The mixture was capped and heated at 100° C. for 48 hours. A duplicate run was performed. The crude reactions from both runs were combined, and concentrated in vacuo. The residue was taken up in 10 mL of water. T... Conditions: temperature 40 celsius, time 1 hour. The product is O1C=2C(OCC1COCCCS(=O)(=O)[O-])=CSC2.[Na+] (sodium 3-(2,3-dihydrothieno[3,4-b][1,4]dioxin-2-ylmethoxy)-propane-1-sulfonate). Procedure: The monomer was formed as follows. Initially, 5.86 grams of pure NaH and 240 milliliters of toluene were added to three necks of a round bottom flask equipped with a stirrer, thermometer, and condenser placed in a heating mantle. The mixture was kept under argon. A solution of 40 grams 2,3-dihydro-thieno[3,4-b][1,4]dioxin-2-yl)-methanol (EDOT MeOH) and 3,4-dihydro-2H-thieno[3,4-b][1,4]dioxepin-3-ol (ProDOT-OH) (ratio 80:20) in 400 ml toluene were added drop wise for 15 minutes. The mixture was s... Yield: 83.0%. The solvent is C1(=CC=CC=C1)C (toluene), C1(=CC=CC=C1)C (toluene), CC(=O)C (acetone), C1(=CC=CC=C1)C (toluene). Reactants: CO (methanol), O1C=2C(OCC(C1)O)=CSC2 (3,4-dihydro-2H-thieno[3,4-b][1,4]dioxepin-3-ol), C1CCOS1(=O)=O (propane sultone), [H-].[Na+] (NaH). Reaction SMILES: [H-].[Na+:2].CO.[O:5]1[CH2:11][CH:10]([OH:12])[CH2:9][O:8][C:7]2=[CH:13][S:14][CH:15]=[C:6]12.[CH2:16]1[S:20](=[O:22])(=[O:21])[O:19][CH2:18][CH2:17]1>C1(C)C=CC=CC=1.CC(C)=O>[O:12]1[CH:10]([CH2:11][O:5][CH2:18][CH2:17][CH2:16][S:20]([O-:22])(=[O:21])=[O:19])[CH2:9][O:8][C:7]2=[CH:13][S:14][CH:15]=[C:6]12.[Na+:2] |f:0.1,7.8|. Reactants: CC1=C(C=CC=C1)NC[C@H](CCCC)NC(=O)OC(C)(C)C (N-(2-methylphenyl)-2(S)-(tert-butoxycarbonylamino)hexanamine), ClCC(=O)Cl (chloroacetyl chloride). Run in C(C)(=O)OCC (ethyl acetate). The product is C(C)(C)(C)OC(=O)N1CC(N(C[C@@H]1CCCC)C1=C(C=CC=C1)C)=O (4-tert-Butoxycarbonyl-5(S)-n-butyl-1-(2-methylphenyl)piperazin-2-one). RXN SMILES: [CH3:1][C:2]1[CH:7]=[CH:6][CH:5]=[CH:4][C:3]=1[NH:8][CH2:9][C@@H:10]([NH:15][C:16]([O:18][C:19]([CH3:22])([CH3:21])[CH3:20])=[O:17])[CH2:11][CH2:12][CH2:13][CH3:14].Cl[CH2:24][C:25](Cl)=[O:26]>C(OCC)(=O)C>[C:19]([O:18][C:16]([N:15]1[C@@H:10]([CH2:11][CH2:12][CH2:13][CH3:14])[CH2:9][N:8]([C:3]2[CH:4]=[CH:5][CH:6]=[CH:7][C:2]=2[CH3:1])[C:25](=[O:26])[CH2:24]1)=[O:17])([CH3:21])([CH3:20])[CH3:22]. Procedure: The title compound was prepared essentially according to the procedure described in Example 39. Step D, except using N-(2-methylphenyl)-2(S)-(tert-butoxycarbonylamino)hexanamine (0.506 g, 1.65 mmol), chloroacetyl chloride (0.158 mL, 1.98 mmol) in ethyl acetate-saturated sodium bicarbonate at 0° C. The crude product thus obtained was dissolved in DMF (15 mL), cooled to 0° C. under nitrogen, and treated with cesium carbonate (1.61 g, 4.95 mmol). The reaction was stirred at 0° C. for 2 h, and at ro... Starting materials: CCO, CC(=O)C=Cc1ccc(C(C)C)cc1, [Na+], [OH-], O, O=Cc1cccs1. Product: CC(C)c1ccc(C=CC(=O)C=Cc2cccs2)cc1. As a reaction SMILES: [CH3:25][CH2:26][OH:27].[CH:1]([CH3:2])([CH3:3])[c:4]1[cH:5][cH:6][c:7]([CH:10]=[CH:11][C:12]([CH3:13])=[O:14])[cH:8][cH:9]1.[Na+:23].[OH-:22].[OH2:24].[s:15]1[c:16]([CH:20]=[O:21])[cH:17][cH:18][cH:19]1>>[CH:1]([CH3:2])([CH3:3])[c:4]1[cH:5][cH:6][c:7]([CH:10]=[CH:11][C:12]([CH:13]=[CH:20][c:16]2[s:15][cH:19][cH:18][cH:17]2)=[O:14])[cH:8][cH:9]1. Reactants: CC1(C)CCC(C)(C)c2cc(N(CCCCOCc3ccccc3)C(=O)Nc3ccc(C(=O)O)cc3)ccc21, CCOC(C)=O, [H][H]. Yields the product CC1(C)CCC(C)(C)c2cc(N(CCCCO)C(=O)Nc3ccc(C(=O)O)cc3)ccc21. Reaction SMILES: [CH2:1]([c:2]1[cH:3][cH:4][cH:5][cH:6][cH:7]1)[O:8][CH2:9][CH2:10][CH2:11][CH2:12][N:13]([C:14]([NH:15][c:16]1[cH:17][cH:18][c:19]([C:20](=[O:21])[OH:22])[cH:23][cH:24]1)=[O:25])[c:26]1[cH:27][c:28]2[c:33]([cH:34][cH:35]1)[C:32]([CH3:36])([CH3:37])[CH2:31][CH2:30][C:29]2([CH3:38])[CH3:39].[CH3:42][CH2:43][O:44][C:45](=[O:46])[CH3:47].[H:40][H:41]>>[OH:8][CH2:9][CH2:10][CH2:11][CH2:12][N:13]([C:14]([NH:15][c:16]1[cH:17][cH:18][c:19]([C:20](=[O:21])[OH:22])[cH:23][cH:24]1)=[O:25])[c:26]1[cH:27][c:28]2[c:33]([cH:34][cH:35]1)[C:32]([CH3:36])([CH3:37])[CH2:31][CH2:30][C:29]2([CH3:38])[CH3:39]. Starting materials: N(=[N+]=[N-])[C@H]1COC2=C(C=3N(C1)C=1C=C(C=CC1C3C3CCCCC3)C(=O)OC)C=CC=C2 (methyl (7R)-7-azido-14-cyclohexyl-7,8-dihydro-6H-indolo[1,2-e][1,5]benzoxazocine-11-carboxylate). Reagents/catalysts: [Pd] (palladium on charcoal). The solvent is CO (MeOH). Conditions: time 4 hour. Product: N[C@H]1COC2=C(C=3N(C1)C=1C=C(C=CC1C3C3CCCCC3)C(=O)OC)C=CC=C2 (methyl (7R)-7-amino-14-cyclohexyl-7,8-dihydro-6H-indolo[1,2-e][1,5]benzoxazocine-11-carboxylate). The yield is 92.0%. Reaction SMILES: [N:1]([C@@H:4]1[CH2:11][N:10]2[C:12]3[CH:13]=[C:14]([C:25]([O:27][CH3:28])=[O:26])[CH:15]=[CH:16][C:17]=3[C:18]([CH:19]3[CH2:24][CH2:23][CH2:22][CH2:21][CH2:20]3)=[C:9]2[C:8]2[CH:29]=[CH:30][CH:31]=[CH:32][C:7]=2[O:6][CH2:5]1)=[N+]=[N-]>CO.[Pd]>[NH2:1][C@@H:4]1[CH2:11][N:10]2[C:12]3[CH:13]=[C:14]([C:25]([O:27][CH3:28])=[O:26])[CH:15]=[CH:16][C:17]=3[C:18]([CH:19]3[CH2:24][CH2:23][CH2:22][CH2:21][CH2:20]3)=[C:9]2[C:8]2[CH:29]=[CH:30][CH:31]=[CH:32][C:7]=2[O:6][CH2:5]1. Procedure details: A solution of the foregoing product from Step 2 in MeOH (0.1 M) containing palladium on charcoal (10%, w/w) was stirred under hydrogen at atmospheric pressure for 4 h. The catalyst was filtered off and the solution was concentrated to dryness under reduced pressure to afford the title compound (92%) MS (ES+) m/z 405 (M+H)+. MS (ES+) m/z 405 (M+H)+; %; [α]D20=+46.4 (c=1, CHCl3).